Dataset: the Open Reaction Database (ORD), a public repository of structured organic reaction records. Task: describe an organic reaction: reactants, conditions, products, and yield The reactants are CC1=CC=C(C=N1)\C=C/N1C2=C(C=3C=C(C=CC13)OC(F)(F)F)CN1CCC2CC1 (6-[(Z)-2-(6-methylpyridin-3-yl)vinyl]-9-(trifluoromethoxy)-3,4,5,6-tetrahydro-1H-2,5-ethanoazepino[4,3-b]indole). The reagents and catalysts are [Pt]=O (platinum oxide). Run in CO (methanol). The product is CC1CCC(CN1)CCN1C2=C(C=3C=C(C=CC13)OC(F)(F)F)CN1CCC2CC1 (6-[2-(6-methylpiperidin-3-yl)ethyl]-9-(trifluoromethoxy)-3,4,5,6-tetrahydro-1H-2,5-ethanoazepino[4,3-b]indole). RXN SMILES: [CH3:1][C:2]1[N:7]=[CH:6][C:5](/[CH:8]=[CH:9]\[N:10]2[C:18]3[CH:17]=[CH:16][C:15]([O:19][C:20]([F:23])([F:22])[F:21])=[CH:14][C:13]=3[C:12]3[CH2:24][N:25]4[CH2:30][CH2:29][CH:28]([C:11]2=3)[CH2:27][CH2:26]4)=[CH:4][CH:3]=1>CO.[Pt]=O>[CH3:1][CH:2]1[NH:7][CH2:6][CH:5]([CH2:8][CH2:9][N:10]2[C:18]3[CH:17]=[CH:16][C:15]([O:19][C:20]([F:22])([F:23])[F:21])=[CH:14][C:13]=3[C:12]3[CH2:24][N:25]4[CH2:26][CH2:27][CH:28]([C:11]2=3)[CH2:29][CH2:30]4)[CH2:4][CH2:3]1. Procedure: A solution of 6-[(Z)-2-(6-methylpyridin-3-yl)vinyl]-9-(trifluoromethoxy)-3,4,5,6-tetrahydro-1H-2,5-ethanoazepino[4,3-b]indole (65 mg, 0.157 mmol; Example 177) in methanol was treated with platinum oxide under a hydrogen atmosphere (1 atm) at 40° C. for 16 hours to afford the title compound as the minor product: 1H NMR (300 MHz, methanol-d4) δ ppm 1.02-1.14 (m, 3H), 1.46-1.86 (m, 4H), 1.98-2.21 (m, 4H), 2.64-2.79 (m, 2H), 2.96-3.12 (m, 3H), 3.17-3.28 (m, 3H), 4.15-4.25 (m, 4H), 6.99 (ddd, J=9, 2,...